This data is from the Open Reaction Database (ORD), a public repository of structured organic reaction records. The task is: describe an organic reaction: reactants, conditions, products, and yield Starting materials: COC(=O)c1cccc(C(=O)N2c3ccccc3C(N(C(C)=O)c3ccc(Cl)cc3)CC2C)c1, CO, [Li+], C1CCOC1, [OH-], O. Yields the product CC(=O)N(c1ccc(Cl)cc1)C1CC(C)N(C(=O)c2cccc(C(=O)O)c2)c2ccccc21. As a reaction SMILES: [C:1]([CH3:2])(=[O:3])[N:4]([CH:5]1[CH2:6][CH:7]([CH3:27])[N:8]([C:15](=[O:16])[c:17]2[cH:18][c:19]([C:20](=[O:21])[O:22][CH3:23])[cH:24][cH:25][cH:26]2)[c:9]2[cH:10][cH:11][cH:12][cH:13][c:14]21)[c:28]1[cH:29][cH:30][c:31]([Cl:34])[cH:32][cH:33]1.[CH3:38][OH:39].[Li+:35].[O:40]1[CH2:41][CH2:42][CH2:43][CH2:44]1.[OH-:36].[OH2:37]>>[C:1]([CH3:2])(=[O:3])[N:4]([CH:5]1[CH2:6][CH:7]([CH3:27])[N:8]([C:15](=[O:16])[c:17]2[cH:18][c:19]([C:20](=[O:21])[OH:22])[cH:24][cH:25][cH:26]2)[c:9]2[cH:10][cH:11][cH:12][cH:13][c:14]21)[c:28]1[cH:29][cH:30][c:31]([Cl:34])[cH:32][cH:33]1. Reactants: K-tert-butylate, C(C)(C)(C)OC(CCN(CCC(=O)OC(C)(C)C)CC1=C(C=CC=C1)Cl)=O (di-tert-butyl-N-[(2-chlorophenyl)methyl]-3,3'-iminodipropionate), C(C=C)Br (allylbromide). The solvent is C1(=CC=CC=C1)C (toluene). Reaction conditions: temperature 40 celsius, time 20 minute. Yields the product ClC1=C(C=CC=C1)CN1CC(C(CC1)=O)CC=C (1-[(2-chlorophenyl)methyl]-3-(2-propenyl)-4-piperidone). RXN SMILES: C(O[C:6](=O)[CH2:7][CH2:8][N:9]([CH2:19][C:20]1[CH:25]=[CH:24][CH:23]=[CH:22][C:21]=1[Cl:26])[CH2:10][CH2:11][C:12]([O:14]C(C)(C)C)=O)(C)(C)C.[CH2:28](Br)[CH:29]=C>C1(C)C=CC=CC=1>[Cl:26][C:21]1[CH:22]=[CH:23][CH:24]=[CH:25][C:20]=1[CH2:19][N:9]1[CH2:10][CH2:11][C:12](=[O:14])[CH:7]([CH2:6][CH:28]=[CH2:29])[CH2:8]1. Reported procedure: 16.60 g (0.145 mol) of K-tert-butylate was introduced and warmed to 75° to 80° C. Then 50 g (0.125 mol) of di-tert-butyl-N-[(2-chlorophenyl)methyl]-3,3'-iminodipropionate in 100 ml of toluene was added within 10 minutes. After 20 minutes, the toluene was practically completely evaporated at 75° C. and 220 mbars. Then 400 ml of tert-butanol was added to 40° C. 17.94 g (0.145 mol) of allylbromide was added to the resulting suspension at 40° C. in 10 minutes. It was allowed to stir for 45 minutes m... Starting materials: C(C1=CC=CC=C1)ONC(=O)[C@@H]1N(C[C@H]([C@@H]2[C@@H]1OC(O2)(C)C)O)S(=O)(=O)C2=CC=C(C=C2)OC2=CC=CC=C2 ((3aR,4R,7R,7aR)-7-hydroxy-2,2-dimethyl-5-(4′-phenoxybenzenesulfonyl)-hexahydro-[1,3]dioxolo[4,5-c]pyridine-4-carboxylic Acid Benzyloxyamide), CO (methanol). Run at time 8 hour. The product is O[C@@H]1[C@@H](N(C[C@H]([C@H]1O)O)S(=O)(=O)C1=CC=C(C=C1)OC1=CC=CC=C1)C(=O)O ((2R,3R,4R,5R)-3,4,5-trihydroxy-1-(4′-phenoxybenzenesulfonyl)-piperidine-2-carboxylic Acid). As a reaction SMILES: C(ON[C:10]([C@H:12]1[C@H:17]2[O:18]C(C)(C)[O:20][C@@H:16]2[C@H:15]([OH:23])[CH2:14][N:13]1[S:24]([C:27]1[CH:32]=[CH:31][C:30]([O:33][C:34]2[CH:39]=[CH:38][CH:37]=[CH:36][CH:35]=2)=[CH:29][CH:28]=1)(=[O:26])=[O:25])=[O:11])C1C=CC=CC=1.C[OH:41]>>[OH:18][C@H:17]1[C@H:16]([OH:20])[C@H:15]([OH:23])[CH2:14][N:13]([S:24]([C:27]2[CH:32]=[CH:31][C:30]([O:33][C:34]3[CH:39]=[CH:38][CH:37]=[CH:36][CH:35]=3)=[CH:29][CH:28]=2)(=[O:25])=[O:26])[C@H:12]1[C:10]([OH:41])=[O:11]. Reported procedure: The above compound (5) (8.68 g) was dissolved in methanol (350 mL) and a cation exchange resin (Muromac, 19.0 g) was added, and then the mixture was stirred overnight at room temperature. The insoluble material was removed by filtration and the filtrate was concentrated under reduced pressure. The resulting residue was purified by silica gel medium pressure column chromatography (chloroform:methanol=1:0→30:1→20:1→10:1) to obtain the titled compound (7.35 g) as a colorless powder. Reactants: C(CO)O (ethylene glycol), C(COCCO)O (diethylene glycol), C[O-].[Na+] (sodium methoxide). Solvent: CO (methanol). Product: C(C(CCO)O)O (1,2,4-butane triol), C(OC)(OC)=O (dimethyl carbonate). As a reaction SMILES: [CH2:1]([OH:4])[CH2:2][OH:3].[CH2:5](O)[CH2:6][O:7]CCO.[CH3:12][O-:13].[Na+]>CO>[CH2:1]([OH:4])[CH:2]([OH:3])[CH2:5][CH2:6][OH:7].[C:1](=[O:4])([O:13][CH3:12])[O:7][CH3:6] |f:2.3|. Procedure: Into a 1-liter flask provided with a distilling column, 12 g (0.2 mol) of ethylene glycol, 41 g (0.4 mol) of diethylene glycol, 53 g (0.5 mol) of 1,2,4-butane triol, 450 g (5.0 mol) of dimethyl carbonate and 0.5 g (0.003 mol) of a 28 wt % methanol solution of sodium methoxide were charged, and heated under ordinary pressure at 110 to 150° C. for 8 hours to remove the methanol produced during the reaction from the mixture by evaporation. Thereafter, by elevating the temperature up to 180° C. unde... Starting materials: ClCCl, CC(=O)C(C(=O)OC(C)(C)C)c1c([N+](=O)[O-])ccc(O)c1F, O=C(O)C(F)(F)F. The product is CC(=O)Cc1c([N+](=O)[O-])ccc(O)c1F. As a reaction SMILES: [Cl:30][CH2:31][Cl:32].[F:1][c:2]1[c:3]([CH:12]([C:13]([O:14][C:15]([CH3:16])([CH3:17])[CH3:18])=[O:19])[C:20]([CH3:21])=[O:22])[c:4]([N+:9](=[O:10])[O-:11])[cH:5][cH:6][c:7]1[OH:8].[OH:23][C:24]([C:25]([F:26])([F:27])[F:28])=[O:29]>>[F:1][c:2]1[c:3]([CH2:12][C:20]([CH3:21])=[O:22])[c:4]([N+:9](=[O:10])[O-:11])[cH:5][cH:6][c:7]1[OH:8]. The reactants are C[C@@H]1[C@H]([C@@H]([C@H]([C@H](O1)O[C@@H]2[C@H](O[C@@H]([C@@H]([C@H]2O)O)O[C@@H]3[C@H](O[C@H]([C@@H]([C@H]3O)O)O)CO)CO)O)O)N[C@H]4C=C([C@H]([C@@H]([C@H]4O)O)O)CO (acarbose), C(=O)(C(F)(F)F)O (TFA). Product: C1=C([C@H]([C@@H]([C@H]([C@H]1N)O)O)O)CO (valienamine). Isolated yield 74.4%. RXN SMILES: C[C@H]1O[C@H](O[C@H]2[C@H](O)[C@@H](O)[C@@H](O[C@H]3[C@H](O)[C@@H](O)[C@H](O)O[C@@H]3CO)O[C@@H]2CO)[C@H](O)[C@@H](O)[C@@H]1[NH:33][C@@H:34]1[C@H:39]([OH:40])[C@@H:38]([OH:41])[C@H:37]([OH:42])[C:36]([CH2:43][OH:44])=[CH:35]1.C(O)(C(F)(F)F)=O>>[CH:35]1[C@H:34]([NH2:33])[C@H:39]([OH:40])[C@@H:38]([OH:41])[C@H:37]([OH:42])[C:36]=1[CH2:43][OH:44]. Procedure details: 10 g of pure acarbose were place into 10% TFA solution at 5% final concentration. At a reaction temperature of 100° C., it was reacted for 12 hours or more, followed by removal of TFA and water. Then, by using ion-exchange resins for purification, 2.02 g of valienamine were obtained respectively. The reactants are [N+]1(=C2C(=NO1)C=CC=C2)[O-] (benzofurazan 1-oxide), [N+](=O)([O-])CC (nitroethane), C(C)NCC (diethylamine). Run in O1CCCC1 (tetrahydrofuran). Conditions: time 1 hour. The product is CC1=[N+](C2=C(N1O)C=CC=C2)[O-] (2-methyl-1-hydroxy-1-H-benzimidazole 3-oxide). Yield: 58.5%. RXN SMILES: [N+:1]1([O-:10])[O:5][N:4]=[C:3]2[CH:6]=[CH:7][CH:8]=[CH:9][C:2]=12.[N+]([CH2:14][CH3:15])([O-])=O.C(NCC)C>O1CCCC1>[CH3:14][C:15]1[N:4]([OH:5])[C:3]2[CH:6]=[CH:7][CH:8]=[CH:9][C:2]=2[N+:1]=1[O-:10]. Procedure: In the typical procedure, 0.1 mole of benzofurazan 1-oxide and 0.12 mole of nitroethane is dissolved at 100 ml. of tetrahydrofuran. To this mixture there is added at room temperature, 0.12 mole of diethylamine over a period of 0.5 hour. An instantaneous exothermic reaction is observed (40° C.) and within one hour, the product crystallizes from the solution. The solution is allowed to stand overnight at room temperature and filtered to yield 9.6 grams of 2-methyl-1-hydroxy-1-H-benzimidazole 3-oxi...